Dataset: the Open Reaction Database (ORD), a public repository of structured organic reaction records. Task: describe an organic reaction: reactants, conditions, products, and yield Reactants: CC=1C=C(C=C(C1)C1=CN=C(S1)C=1C=NNC1)NC1=NC=CC(=N1)C(F)(F)F (N-{3-methyl-5-[2-(1H-pyrazol-4-yl)-1,3-thiazol-5-yl]phenyl}-4-(trifluoromethyl)pyrimidin-2-amine), [H-].[Na+] (NaH), BrCCO (2-bromo ethanol). The solvent is CN(C)C=O (DMF). Conditions: time 20 minute. Yields the product CC=1C=C(C=C(C1)NC1=NC=CC(=N1)C(F)(F)F)C1=CN=C(S1)C=1C=NN(C1)CCO (2-{4-[5-(3-methyl-5-{[4-(trifluoromethyl)pyrimidin-2-yl]amino}phenyl)-1,3-thiazol-2-yl]-1H-pyrazol-1-yl}ethanol). The yield is 6.0%. Reaction SMILES: [CH3:1][C:2]1[CH:3]=[C:4]([NH:18][C:19]2[N:24]=[C:23]([C:25]([F:28])([F:27])[F:26])[CH:22]=[CH:21][N:20]=2)[CH:5]=[C:6]([C:8]2[S:12][C:11]([C:13]3[CH:14]=[N:15][NH:16][CH:17]=3)=[N:10][CH:9]=2)[CH:7]=1.[H-].[Na+].Br[CH2:32][CH2:33][OH:34]>CN(C=O)C>[CH3:1][C:2]1[CH:7]=[C:6]([C:8]2[S:12][C:11]([C:13]3[CH:17]=[N:16][N:15]([CH2:32][CH2:33][OH:34])[CH:14]=3)=[N:10][CH:9]=2)[CH:5]=[C:4]([NH:18][C:19]2[N:24]=[C:23]([C:25]([F:28])([F:26])[F:27])[CH:22]=[CH:21][N:20]=2)[CH:3]=1 |f:1.2|. Reported procedure: To a sealed tube was added N-{3-methyl-5-[2-(1H-pyrazol-4-yl)-1,3-thiazol-5-yl]phenyl}-4-(trifluoromethyl)pyrimidin-2-amine (38.0 mg, 0.095 mmol), DMF (950 μL, 0.1 M) and NaH (15.0 mg, 0.380 mmol, 60% wt). The reaction was allowed to age for 20 minutes. Next was added 2-bromo ethanol (11.8 mg, 0.095 mmol) and the reaction was allowed to stir at rt for 4 hours. The completed reaction was quenched with H2O (100 μL) and was concentrated in vacuo. Purification by reverse phase preparative HPLC (0:10... Reaction SMILES: [C:1]([CH3:2])([CH3:3])([CH3:4])[O:5][C:6]([NH:7][CH2:8][C:9]#[C:10][c:11]1[cH:12][cH:13][c:14]([O:17][C:18]([F:19])([F:20])[F:21])[cH:15][cH:16]1)=[O:22].[H-:25].[I:23][CH3:24].[Na+:26].[O:27]=[CH:28][N:29]([CH3:30])[CH3:31]>>[C:1]([CH3:2])([CH3:3])([CH3:4])[O:5][C:6]([N:7]([CH2:8][C:9]#[C:10][c:11]1[cH:12][cH:13][c:14]([O:17][C:18]([F:19])([F:20])[F:21])[cH:15][cH:16]1)[CH3:24])=[O:22]. The product is CN(CC#Cc1ccc(OC(F)(F)F)cc1)C(=O)OC(C)(C)C. The reactants are CC(C)(C)OC(=O)NCC#Cc1ccc(OC(F)(F)F)cc1, [H-], CI, [Na+], CN(C)C=O. Starting materials: C(C)O (ethanol), O (water), CC1=NNC(=C1[N+](=O)[O-])C(=O)N (3-methyl-4-nitropyrazole-5-carboxamide). The reagents and catalysts are [Pd] (palladium-on-charcoal). Solvent: C(=O)O (formic acid). Conditions: time 8 hour. Product: C(=O)NC=1C(=NNC1C(=O)N)C (4-Formylamino-3-Methylpyrazole-5-Carboxamide). RXN SMILES: [CH3:1][C:2]1[C:6]([N+:7]([O-])=O)=[C:5]([C:10]([NH2:12])=[O:11])[NH:4][N:3]=1.[CH2:13]([OH:15])C.O>C(O)=O.[Pd]>[CH:13]([NH:7][C:6]1[C:2]([CH3:1])=[N:3][NH:4][C:5]=1[C:10]([NH2:12])=[O:11])=[O:15]. Reported procedure: A mixture of 3-methyl-4-nitropyrazole-5-carboxamide (17.0 g, 0.1 mol) in a mixture of 20 ml of 97-100% formic acid, 160 ml of ethanol and 30 ml of water was hydrogenated overnight at 40°-60° using 150 mg of 5% palladium-on-charcoal at 50 psi. Filtration of the hot solution through Celite and evaporation gave 17.8 g of crude, ochre-colored product which was recrystallized from ethanol: 1st crop 9.3 g colorless, 2nd crop 6.7 g brownish, total yield, 16.0 g (95%). The reactants are ice, NC1CN(CC12CCC2)[C@H](C)C2=CC=CC=C2 (8-amino-6-[1-(R)-phenylethyl]-6-azaspiro[3.4]octane), C(C)(C)(C)OC(=O)NC(C#N)C1=CC=CC=C1 (2-(tert-butoxycarbonyl-amino)-2-phenylacetonitrile). Solvent: O1CCCC1 (tetrahydrofuran). Run at time 30 minute. The product is C(C)(C)(C)OC(=O)NC1CN(CC12CCC2)[C@H](C)C2=CC=CC=C2 (8-tert-butoxycarbonylamino-6-[1-(R)-phenylethyl]-6-azaspiro[3.4]octane). The yield is 98.5%. Reaction SMILES: [NH2:1][CH:2]1[C:6]2([CH2:9][CH2:8][CH2:7]2)[CH2:5][N:4]([C@@H:10]([C:12]2[CH:17]=[CH:16][CH:15]=[CH:14][CH:13]=2)[CH3:11])[CH2:3]1.[C:18]([O:22][C:23](NC(C1C=CC=CC=1)C#N)=[O:24])([CH3:21])([CH3:20])[CH3:19]>O1CCCC1>[C:18]([O:22][C:23]([NH:1][CH:2]1[C:6]2([CH2:9][CH2:8][CH2:7]2)[CH2:5][N:4]([C@@H:10]([C:12]2[CH:13]=[CH:14][CH:15]=[CH:16][CH:17]=2)[CH3:11])[CH2:3]1)=[O:24])([CH3:21])([CH3:20])[CH3:19]. Reported procedure: To an ice-cooled solution of 2.9 g of 8-amino-6-[1-(R)-phenylethyl]-6-azaspiro[3.4]octane in 30 ml of tetrahydrofuran there was added 3.3 g of 2-(tert-butoxycarbonyl-amino)-2-phenylacetonitrile and the resulting mixture was stirred at room temperature for 30 min. The solvent was removed under reduced pressure, and ethyl acetate was added to the resulting residue. The mixture was washed with a 1N sodium hydroxide aqueous solution three times and then dried. The solvent was removed under reduced p...